Dataset: the Open Reaction Database (ORD), a public repository of structured organic reaction records. Task: describe an organic reaction: reactants, conditions, products, and yield As a reaction SMILES: [CH2:24]([Cl:25])[Cl:26].[ClH:27].[NH2:28][OH:29].[Na+:34].[O-:30][C:31]([OH:32])=[O:33].[OH2:35].[c:1]1([NH:7][S:8](=[O:9])(=[O:10])[c:11]2[cH:12][c:13]([C:17]#[C:18][CH:19]=[CH:20][C:21](=[O:22])[OH:23])[cH:14][cH:15][cH:16]2)[cH:2][cH:3][cH:4][cH:5][cH:6]1>>[c:1]1([NH:7][S:8](=[O:9])(=[O:10])[c:11]2[cH:12][c:13]([C:17]#[C:18][CH:19]=[CH:20][C:21](=[O:23])[NH:28][OH:29])[cH:14][cH:15][cH:16]2)[cH:2][cH:3][cH:4][cH:5][cH:6]1. The product is O=C(C=CC#Cc1cccc(S(=O)(=O)Nc2ccccc2)c1)NO. The reactants are ClCCl, Cl, NO, [Na+], O=C([O-])O, O, O=C(O)C=CC#Cc1cccc(S(=O)(=O)Nc2ccccc2)c1. The reactants are ClC1=C(CCC2=CC(=CC=C12)OC)C=O (1-chloro-6-methoxy-3,4-dihydronaphthalene-2-carbaldehyde), N1(CCCCC1)CCOC1=CC=C(C=C1)O (4-(2-(piperidin-1-yl)ethoxy)phenol), tetra-N-butylammonium iodide, C([O-])([O-])=O.[K+].[K+] (potassium carbonate). The reagents and catalysts are CN(C1=CC=NC=C1)C (4-dimethylaminopyridine). Reaction conditions: temperature 100 celsius, time 4 hour. The product is COC=1C=C2CCC(=C(C2=CC1)OC1=CC=C(C=C1)OCCN1CCCCC1)C=O (6-methoxy-1-(4-(2-(piperidin-1-yl)ethoxy)phenoxy)-3,4-dihydronaphthalene-2-carbaldehyde). Yield: 122.4%. Reaction SMILES: Cl[C:2]1[C:11]2[C:6](=[CH:7][C:8]([O:12][CH3:13])=[CH:9][CH:10]=2)[CH2:5][CH2:4][C:3]=1[CH:14]=[O:15].[N:16]1([CH2:22][CH2:23][O:24][C:25]2[CH:30]=[CH:29][C:28]([OH:31])=[CH:27][CH:26]=2)[CH2:21][CH2:20][CH2:19][CH2:18][CH2:17]1.C(=O)([O-])[O-].[K+].[K+]>CN(C)C1C=CN=CC=1>[CH3:13][O:12][C:8]1[CH:7]=[C:6]2[C:11](=[CH:10][CH:9]=1)[C:2]([O:31][C:28]1[CH:29]=[CH:30][C:25]([O:24][CH2:23][CH2:22][N:16]3[CH2:21][CH2:20][CH2:19][CH2:18][CH2:17]3)=[CH:26][CH:27]=1)=[C:3]([CH:14]=[O:15])[CH2:4][CH2:5]2 |f:2.3.4|. Reported procedure: To a 3-necked round bottom flask, add 1-chloro-6-methoxy-3,4-dihydronaphthalene-2-carbaldehyde (2.25 g, 10.1 mmol), 4-(2-(piperidin-1-yl)ethoxy)phenol (1.8 g, 8.24 mmol), tetra-N-butylammonium iodide (50 mg, 0.14 mmol), potassium carbonate (4.1 g, 29.8 mmol), and 4-dimethylaminopyridine (120 mg, 0.99 mmol). Purge the reaction vessel with nitrogen. Add dimethylformamide (30 mL) slowly to the reaction. Heat the mixture to 100° C. with stirring and hold for 4 hours. Cool the reaction mixture to roo... The reactants are C(C)OC(C1=CC(=CC=C1)OCC(OCC)OCC)=O (3-(2,2-diethoxy-ethoxy)-benzoic acid ethyl ester), N(=[N+]=[N-])[Si](C)(C)C (azidotrimethylsilane). Run in Cl[Sn](Cl)(Cl)Cl (SnCl4). Conditions: time 1 hour. The product is C(C)OC(C1=CC(=CC=C1)OCC(OCC)N=[N+]=[N-])=O (3-(2-Azido-2-ethoxy-ethoxy)-benzoic acid ethyl ester), oil. Yield: 81.5%. RXN SMILES: [CH2:1]([O:3][C:4](=[O:20])[C:5]1[CH:10]=[CH:9][CH:8]=[C:7]([O:11][CH2:12][CH:13](OCC)[O:14][CH2:15][CH3:16])[CH:6]=1)[CH3:2].[N:21]([Si](C)(C)C)=[N+:22]=[N-:23]>Cl[Sn](Cl)(Cl)Cl>[CH2:1]([O:3][C:4](=[O:20])[C:5]1[CH:10]=[CH:9][CH:8]=[C:7]([O:11][CH2:12][CH:13]([N:21]=[N+:22]=[N-:23])[O:14][CH2:15][CH3:16])[CH:6]=1)[CH3:2]. Reported procedure: To a mixture of 3-(2,2-diethoxy-ethoxy)-benzoic acid ethyl ester (1.128 g, 4 mmol) and azidotrimethylsilane (0.584 ml, 4.4 mmol) was added SnCl4 (40 μl) at room temperature. After 1 hr, the precipitates were filtered off and the filtrate was evaporated under reduced pressure. The residue was dissolved in methanol, after 10 minutes, solvent was removed under reduced pressure. The residue was purified by a column chromatography (3×20 cm). The product was eluted with 10% petroleum ether (60-80° C.)... Reactants: O=C1COCC(=O)O1, C1CCOC1, CCOC(=O)c1cc(OC)ccc1N. The product is CCOC(=O)c1cc(OC)ccc1NC(=O)COCC(=O)O. Reaction SMILES: [C:15]1(=[O:22])[CH2:16][O:17][CH2:18][C:19](=[O:20])[O:21]1.[CH2:23]1[O:24][CH2:25][CH2:26][CH2:27]1.[NH2:1][c:2]1[c:3]([C:4](=[O:5])[O:6][CH2:7][CH3:8])[cH:9][c:10]([O:13][CH3:14])[cH:11][cH:12]1>>[NH:1]([c:2]1[c:3]([C:4](=[O:5])[O:6][CH2:7][CH3:8])[cH:9][c:10]([O:13][CH3:14])[cH:11][cH:12]1)[C:19]([CH2:18][O:17][CH2:16][C:15](=[O:21])[OH:22])=[O:20]. The reactants are O.[OH-].[Li+] (lithium hydroxide monohydrate), FC1=C(C=CC=C1)N1N=NC(=C1C=1N=CN(C1)C1=NC=C(C(=O)OC)C=C1)C (methyl 6-(4-(1-(2-fluorophenyl)-4-methyl-1H-1,2,3-triazol-5-yl)-1H-imidazol-1-yl)nicotinate). Solvent: O (water), C1CCOC1 (THF), CO (methanol). Run at time 1 hour. Product: FC1=C(C=CC=C1)N1N=NC(=C1C=1N=CN(C1)C1=NC=C(C(=O)O)C=C1)C (6-(4-(1-(2-Fluorophenyl)-4-methyl-1H-1,2,3-triazol-5-yl)-1H-imidazol-1-yl)nicotinic acid). Yield: 88.2%. RXN SMILES: O.[OH-].[Li+].[F:4][C:5]1[CH:10]=[CH:9][CH:8]=[CH:7][C:6]=1[N:11]1[C:15]([C:16]2[N:17]=[CH:18][N:19]([C:21]3[CH:30]=[CH:29][C:24]([C:25]([O:27]C)=[O:26])=[CH:23][N:22]=3)[CH:20]=2)=[C:14]([CH3:31])[N:13]=[N:12]1>O.C1COCC1.CO>[F:4][C:5]1[CH:10]=[CH:9][CH:8]=[CH:7][C:6]=1[N:11]1[C:15]([C:16]2[N:17]=[CH:18][N:19]([C:21]3[CH:30]=[CH:29][C:24]([C:25]([OH:27])=[O:26])=[CH:23][N:22]=3)[CH:20]=2)=[C:14]([CH3:31])[N:13]=[N:12]1 |f:0.1.2|. Reported procedure: A solution of lithium hydroxide monohydrate (29 mg, 0.671 mmol) in water (1.3 mL) was added dropwise to a suspension of methyl 6-(4-(1-(2-fluorophenyl)-4-methyl-1H-1,2,3-triazol-5-yl)-1H-imidazol-1-yl)nicotinate (127 mg, 0.336 mmol) in THF (5 mL) and methanol (1 mL). The reaction mixture was then stirred at room temperature for 1 h and was then evaporated and the residue dissolved in water, acidified with HCl (1 N), and the resulting precipitate filtered off to afford the title product (108 mg, ... Starting materials: C1(CCC1)C1=CC(=C(C(=O)OC)C=C1I)C (methyl 4-cyclobutyl-5-iodo-2-methylbenzoate), C1(CCC1)C1=CC(=C(C(=O)OC)C=C1I)C (methyl 4-cyclobutyl-5-iodo-2-methylbenzoate), C[Si](C)(C)C#C (trimethylsilylacetylene). Reagents/catalysts: Cl[Pd]([P](C1=CC=CC=C1)(C2=CC=CC=C2)C3=CC=CC=C3)([P](C4=CC=CC=C4)(C5=CC=CC=C5)C6=CC=CC=C6)Cl (Pd(PPh3)2Cl2), [Cu](I)I (copper iodide). Solvent: C1CCOC1 (THF), C(C)N(CC)CC (triethylamine). Reaction conditions: temperature 80 celsius. Yields the product C1(CCC1)C1=CC(=C(C(=O)OC)C=C1C#C[Si](C)(C)C)C (Methyl 4-cyclobutyl-2-methyl-5-((trimethylsilyl)ethynyl)benzoate). Yield: 97.3%. RXN SMILES: [CH:1]1([C:5]2[C:14](I)=[CH:13][C:8]([C:9]([O:11][CH3:12])=[O:10])=[C:7]([CH3:16])[CH:6]=2)[CH2:4][CH2:3][CH2:2]1.[CH3:17][Si:18]([C:21]#[CH:22])([CH3:20])[CH3:19]>C1COCC1.C(N(CC)CC)C.Cl[Pd](Cl)([P](C1C=CC=CC=1)(C1C=CC=CC=1)C1C=CC=CC=1)[P](C1C=CC=CC=1)(C1C=CC=CC=1)C1C=CC=CC=1.[Cu](I)I>[CH:1]1([C:5]2[C:14]([C:22]#[C:21][Si:18]([CH3:20])([CH3:19])[CH3:17])=[CH:13][C:8]([C:9]([O:11][CH3:12])=[O:10])=[C:7]([CH3:16])[CH:6]=2)[CH2:4][CH2:3][CH2:2]1 |^1:37,56|. Reported procedure: A mixture of methyl 4-cyclobutyl-5-iodo-2-methylbenzoate (compound 152.3, 1.32 g, 4 mmol), trimethylsilylacetylene (663 μl, 4.8 mmol), Pd(PPh3)2Cl2 (85 mg, 0.12 mmol) and copper iodide (CuI, 46 mg, 0.24 mmol) in THF (8 ml) and triethylamine (2 ml) was degassed and then heated to 80° C. for 1.5 hours under nitrogen. After cooling to ambient temperature, the reaction was filtered through celite and concentrated. The residue was dissolved in ethyl acetate (EtOAc), washed with brine, dried over MgSO... Reactants: [Li+].C[Si](C)(C)[N-][Si](C)(C)C (LiHMDS), OS(=O)(=O)[O-].[K+] (KHSO4), O=C1N(CCC(C1)=O)C(=O)OC(C)(C)C (tert-butyl 2,4-dioxopiperidine-1-carboxylate), BrCCCOCC1=CC=CC=C1 ((3-bromo-propoxymethyl)-benzene). Run in C1CCOC1 (THF), C1CCOC1 (THF). Reaction conditions: time 20 minute. Product: C(C1=CC=CC=C1)OCCCC1C(CC(NC1)=O)=O (5-(3-Benzyloxy-propyl)-piperidine-2,4-dione). Yield: 81.7%. As a reaction SMILES: [O:1]=[C:2]1[CH2:7][C:6](=[O:8])[CH2:5][CH2:4][N:3]1C(OC(C)(C)C)=O.[Li+].C[Si]([N-][Si](C)(C)C)(C)C.Br[CH2:27][CH2:28][CH2:29][O:30][CH2:31][C:32]1[CH:37]=[CH:36][CH:35]=[CH:34][CH:33]=1.OS([O-])(=O)=O.[K+]>C1COCC1>[CH2:31]([O:30][CH2:29][CH2:28][CH2:27][CH:5]1[CH2:4][NH:3][C:2](=[O:1])[CH2:7][C:6]1=[O:8])[C:32]1[CH:37]=[CH:36][CH:35]=[CH:34][CH:33]=1 |f:1.2,4.5|. Procedure details: To a solution of tert-butyl 2,4-dioxopiperidine-1-carboxylate (3.84 g, 18 mmol) in anhydrous THF (100 mL), cooled at −20° C. under nitrogen atmosphere, 1M LiHMDS in THF (54 mL) was added dropwise. After 20 min under stirring, (3-bromo-propoxymethyl)-benzene (54 mmol) was added and the solution was stirred at −20° C. for 2 hours. The reaction mixture was poured into 5% aq. KHSO4 and extracted with DCM two times. The collected organic layers were concentrated to 500 mL and 50 mL of TFA were added....